This data is from the Open Reaction Database (ORD), a public repository of structured organic reaction records. The task is: describe an organic reaction: reactants, conditions, products, and yield The reactants are COCCOC, COCOc1cc(C)c(-c2cc(C(=O)OC)ccc2COc2ccccc2)c(C)c1, CO, CO, Cl. Yields the product COC(=O)c1ccc(COc2ccccc2)c(-c2c(C)cc(O)cc2C)c1. As a reaction SMILES: [CH2:36]([CH2:37][O:38][CH3:39])[O:40][CH3:41].[CH3:1][O:2][CH2:3][O:4][c:5]1[cH:6][c:7]([CH3:30])[c:8](-[c:12]2[cH:13][c:14]([C:26](=[O:27])[O:28][CH3:29])[cH:15][cH:16][c:17]2[CH2:18][O:19][c:20]2[cH:21][cH:22][cH:23][cH:24][cH:25]2)[c:9]([CH3:11])[cH:10]1.[CH3:31][OH:32].[CH3:33][OH:34].[ClH:35]>>[OH:4][c:5]1[cH:6][c:7]([CH3:30])[c:8](-[c:12]2[cH:13][c:14]([C:26](=[O:27])[O:28][CH3:29])[cH:15][cH:16][c:17]2[CH2:18][O:19][c:20]2[cH:21][cH:22][cH:23][cH:24][cH:25]2)[c:9]([CH3:11])[cH:10]1. Starting materials: FC=1C=CC=C2C=CNC12 (7-fluoro-1H-indole), CN1CCC(CC1)=O (1-methyl-4-piperidone). The product is FC=1C=CC=C2C(=CNC12)C=1CCN(CC1)C (7-fluoro-3-(1-methyl-1,2,3,6-tetrahydropyridin-4-yl)-1H-indole). Isolated yield 75.1%. Reaction SMILES: [F:1][C:2]1[CH:3]=[CH:4][CH:5]=[C:6]2[C:10]=1[NH:9][CH:8]=[CH:7]2.[CH3:11][N:12]1[CH2:17][CH2:16][C:15](=O)[CH2:14][CH2:13]1>>[F:1][C:2]1[CH:3]=[CH:4][CH:5]=[C:6]2[C:10]=1[NH:9][CH:8]=[C:7]2[C:15]1[CH2:16][CH2:17][N:12]([CH3:11])[CH2:13][CH:14]=1. Procedure: Beginning with 0.50 gm (3.70 mMol) 7-fluoro-1H-indole and 0.91 mL (7.4 mMol) 1-methyl-4-piperidone, 0.64 gm (75%) of the title compound were recovered as a white solid. Reactants: ClC1=CC(=C(OCC(=O)OC(C)(C)C)C=C1)C=1C=NC(=NC1)S(=O)(=O)CCC (tert-Butyl {4-chloro-2-[2-(propylsulfonyl)pyrimidin-5-yl]phenoxy}acetate), Cl.CN (methylamine hydrochloride). Yields the product ClC1=CC(=C(OCC(=O)O)C=C1)C=1C=NC(=NC1)NC ({4-Chloro-2-[2-(methylamino)pyrimidin-5-yl]phenoxy}acetic acid). RXN SMILES: [Cl:1][C:2]1[CH:16]=[CH:15][C:5]([O:6][CH2:7][C:8]([O:10]C(C)(C)C)=[O:9])=[C:4]([C:17]2[CH:18]=[N:19][C:20](S(CCC)(=O)=O)=[N:21][CH:22]=2)[CH:3]=1.Cl.[CH3:30][NH2:31]>>[Cl:1][C:2]1[CH:16]=[CH:15][C:5]([O:6][CH2:7][C:8]([OH:10])=[O:9])=[C:4]([C:17]2[CH:22]=[N:21][C:20]([NH:31][CH3:30])=[N:19][CH:18]=2)[CH:3]=1 |f:1.2|. Procedure details: The title compound was prepared from the product of example 20 step (iv) and methylamine hydrochloride by the method of example 20 step (v). Reactants: C(C1=CC=CC=C1)(=O)OC=1C(=CC(=CC1)C)OC(C1=CC=CC=C1)=O (4-methyl-benzene-1,2-diol dibenzoate), N(=NC(C#N)(C)C)C(C#N)(C)C (2,2'-azobisisobutyronitrile), BrN1C(CCC1=O)=O (N-bromosuccinimide). Run in C(Cl)(Cl)(Cl)Cl (carbon tetrachloride). The product is C(C1=CC=CC=C1)(=O)OC=1C(=CC(=CC1)CBr)OC(C1=CC=CC=C1)=O (4-Bromomethyl-benzene-1,2-diol dibenzoate). Yield: 28.6%. As a reaction SMILES: [C:1]([O:9][C:10]1[C:11]([O:17][C:18](=[O:25])[C:19]2[CH:24]=[CH:23][CH:22]=[CH:21][CH:20]=2)=[CH:12][C:13]([CH3:16])=[CH:14][CH:15]=1)(=[O:8])[C:2]1[CH:7]=[CH:6][CH:5]=[CH:4][CH:3]=1.N(C(C)(C)C#N)=NC(C)(C)C#N.[Br:38]N1C(=O)CCC1=O>C(Cl)(Cl)(Cl)Cl>[C:1]([O:9][C:10]1[C:11]([O:17][C:18](=[O:25])[C:19]2[CH:24]=[CH:23][CH:22]=[CH:21][CH:20]=2)=[CH:12][C:13]([CH2:16][Br:38])=[CH:14][CH:15]=1)(=[O:8])[C:2]1[CH:3]=[CH:4][CH:5]=[CH:6][CH:7]=1. Procedure details: To a solution of 19.94 g (0.06 mol) of 4-methyl-benzene-1,2-diol dibenzoate in 350 mL of carbon tetrachloride was added a catalytic amount of 2,2'-azobisisobutyronitrile, followed by 10.68 g (0.06 mol) of N-bromosuccinimide. The reaction mixture was stirred at room temperature for several days and was then filtered. The filtrate was dried over MgSO4, filtered and evaporated to dryness in a rotary evaporator. Purification of the crude material (24.76 g) by HPLC gave 7.05 g of product which was us...